Dataset: the Open Reaction Database (ORD), a public repository of structured organic reaction records. Task: describe an organic reaction: reactants, conditions, products, and yield Starting materials: C(C=C)OC1=CC(C2=CC=C3CCCCC3=C2C1=O)=O (3-Allyloxy-5,6,7,8-tetrahydro-1,4-phenanthrenequinone), C1(=CC=CC=C1)C (toluene). Product: C(C=C)C=1C(C2=CC=C3CCCCC3=C2C(C1O)=O)=O (2-Allyl-3-hydroxy-5,6,7,8-tetrahydro-1,4-phenanthrenequinone). Reaction SMILES: C([O:4][C:5]1[C:18](=[O:19])[C:17]2[C:8](=[CH:9][CH:10]=[C:11]3[C:16]=2[CH2:15][CH2:14][CH2:13][CH2:12]3)[C:7](=[O:20])[CH:6]=1)C=C.[C:21]1(C)[CH:26]=CC=C[CH:22]=1>>[CH2:26]([C:6]1[C:7](=[O:20])[C:8]2[C:17]([C:18](=[O:19])[C:5]=1[OH:4])=[C:16]1[C:11]([CH2:12][CH2:13][CH2:14][CH2:15]1)=[CH:10][CH:9]=2)[CH:21]=[CH2:22]. Reported procedure: The thus-obtained 3-Allyloxy-5,6,7,8-tetrahydro-1,4-phenanthrenequinone was dissolved in 50 ml of toluene and refluxed for 5 hours and then was concentrated by distillation under reduced pressure and was then purified by chromatography on silica gel to give 7.3 g (27.2 mM) of 2-Allyl-3-hydroxy-5,6,7,8-tetrahydro-1,4-phenanthrenequinone. As a reaction SMILES: [CH2:17]([C:18]#[CH:19])[Br:20].[CH2:1]([CH3:2])[CH:3]([c:4]1[cH:5][c:6]([O:7][CH3:8])[c:9]([O:10][CH3:11])[cH:12][cH:13]1)[OH:14].[CH3:22][N:23]([CH3:24])[CH:25]=[O:26].[H-:15].[Na+:16].[OH2:21]>>[CH2:1]([CH3:2])[CH:3]([c:4]1[cH:5][c:6]([O:7][CH3:8])[c:9]([O:10][CH3:11])[cH:12][cH:13]1)[O:14][CH2:19][C:18]#[CH:17]. Reactants: C#CCBr, CCC(O)c1ccc(OC)c(OC)c1, CN(C)C=O, [H-], [Na+], O. The product is C#CCOC(CC)c1ccc(OC)c(OC)c1. Reactants: C[C@]12CC[C@@H]3C=4C=CC(=CC4CC[C@H]3[C@@H]1CCC2=O)O (Oestrone), C1(=CC=C(C=C1)S(=O)(=O)Cl)C (toluene-p-sulphonyl chloride). Run in O (water), N1=CC=CC=C1 (pyridine). Product: C1(=CC=C(C=C1)S(=O)(=O)OC1=CC=2CC[C@H]3[C@@H]4CCC([C@@]4(C)CC[C@@H]3C2C=C1)=O)C (3-Toluene-p-sulphonyloxy-oestra-1,3,5(10)-trien-17-one). Reaction SMILES: [CH3:1][C@@:2]12[C:18](=[O:19])[CH2:17][CH2:16][C@H:15]1[C@H:14]1[C@@H:5]([C:6]3[CH:7]=[CH:8][C:9]([OH:20])=[CH:10][C:11]=3[CH2:12][CH2:13]1)[CH2:4][CH2:3]2.[C:21]1([CH3:31])[CH:26]=[CH:25][C:24]([S:27](Cl)(=[O:29])=[O:28])=[CH:23][CH:22]=1>N1C=CC=CC=1.O>[C:21]1([CH3:31])[CH:26]=[CH:25][C:24]([S:27]([O:20][C:9]2[CH:8]=[CH:7][C:6]3[C@@H:5]4[C@H:14]([C@H:15]5[C@@:2]([CH2:3][CH2:4]4)([CH3:1])[C:18](=[O:19])[CH2:17][CH2:16]5)[CH2:13][CH2:12][C:11]=3[CH:10]=2)(=[O:29])=[O:28])=[CH:23][CH:22]=1. Reported procedure: Oestrone (2 g., 7.4 mmole) in pyridine (10 ml.) was treated at room temperature for 3 days with toluene-p-sulphonyl chloride (2 g., 1.4 equiv.). The stirred mixture was slowly diluted with water (40 ml.). The precipitated oil slowly crystallized on agitation. Recrystallisation from methanol -- methylene cloride gave the title compound plates (2.65 g., 85%), m.p. 143°-145° , [α]D + 105°. (c, 1.00). RXN SMILES: [C:26]([CH3:27])([CH3:28])([CH3:29])[c:30]1[cH:31][cH:32][c:33]([NH2:34])[cH:35][cH:36]1.[CH3:38][N:39]([CH3:40])[CH2:41][CH2:42][CH2:43][N:44]=[C:45]=[N:46][CH2:47][CH3:48].[CH3:49][N:50]([CH3:51])[c:52]1[cH:53][cH:54][n:55][cH:56][cH:57]1.[CH:1]1([C:4](=[O:5])[NH:6][c:7]2[n:8][c:9]3[n:10]([n:11][c:12]([O:15][c:16]4[cH:17][c:18]([C:19](=[O:20])[OH:21])[cH:22][cH:23][cH:24]4)[cH:13][cH:14]3)[cH:25]2)[CH2:2][CH2:3]1.[ClH:37].[cH:58]1[cH:59][cH:60][n:61][cH:62][cH:63]1>>[CH:1]1([C:4](=[O:5])[NH:6][c:7]2[n:8][c:9]3[n:10]([n:11][c:12]([O:15][c:16]4[cH:17][c:18]([C:19](=[O:20])[NH:34][c:33]5[cH:32][cH:31][c:30]([C:26]([CH3:27])([CH3:28])[CH3:29])[cH:36][cH:35]5)[cH:22][cH:23][cH:24]4)[cH:13][cH:14]3)[cH:25]2)[CH2:2][CH2:3]1. Starting materials: CC(C)(C)c1ccc(N)cc1, CCN=C=NCCCN(C)C, CN(C)c1ccncc1, O=C(O)c1cccc(Oc2ccc3nc(NC(=O)C4CC4)cn3n2)c1, Cl, c1ccncc1. The product is CC(C)(C)c1ccc(NC(=O)c2cccc(Oc3ccc4nc(NC(=O)C5CC5)cn4n3)c2)cc1.